Dataset: the Open Reaction Database (ORD), a public repository of structured organic reaction records. Task: describe an organic reaction: reactants, conditions, products, and yield As a reaction SMILES: [CH3:35][C:36](=[O:37])[OH:38].[CH3:40][c:41]1[cH:42][cH:43][cH:44][cH:45][cH:46]1.[CH3:47][C:48]([CH3:49])([O-:50])[CH3:51].[CH3:53][C:54]([CH3:55])([O-:56])[CH3:57].[CH3:58][C:59]([CH3:60])([O-:61])[CH3:62].[CH3:63][C:64]([CH3:65])([O-:66])[CH3:67].[Cl:1][c:2]1[c:3]([O:21][CH3:22])[c:4]([CH:9]([CH2:10][C:11]([CH:12]=[O:13])([C:14]([F:15])([F:16])[F:17])[OH:18])[CH2:19][CH3:20])[cH:5][cH:6][c:7]1[F:8].[NH2:23][c:24]1[c:25]2[cH:26][cH:27][c:28](=[O:34])[nH:29][c:30]2[cH:31][cH:32][cH:33]1.[OH2:39].[Ti+4:52]>>[Cl:1][c:2]1[c:3]([O:21][CH3:22])[c:4]([CH:9]([CH2:10][C:11]([CH:12]=[N:23][c:24]2[c:25]3[cH:26][cH:27][c:28](=[O:34])[nH:29][c:30]3[cH:31][cH:32][cH:33]2)([C:14]([F:15])([F:16])[F:17])[OH:18])[CH2:19][CH3:20])[cH:5][cH:6][c:7]1[F:8]. Reactants: CC(=O)O, Cc1ccccc1, CC(C)(C)[O-], CC(C)(C)[O-], CC(C)(C)[O-], CC(C)(C)[O-], CCC(CC(O)(C=O)C(F)(F)F)c1ccc(F)c(Cl)c1OC, Nc1cccc2[nH]c(=O)ccc12, O, [Ti+4]. The product is CCC(CC(O)(C=Nc1cccc2[nH]c(=O)ccc12)C(F)(F)F)c1ccc(F)c(Cl)c1OC. Starting materials: O(C1=CC=CC=C1)CC(=O)NC1C2SC=NC(N2C1=O)C(=O)OCC1=CC=CC=C1 (benzyl 7-phenoxyacetamido-8-oxo-5-thia-1,3-diazabicyclo[4,2,0]oct-3-ene-2-carboxylate), amalgam, mercuric chloride, O (water). Run in O1CCCC1 (tetrahydrofuran), C(Cl)Cl (methylene chloride), C(C)(=O)OCC (ethyl acetate), C(C)(=O)OCC (ethyl acetate). Reaction conditions: temperature 10 celsius, time 75 minute. Product: O(C1=CC=CC=C1)CC(=O)NC1C2SCNC(N2C1=O)C(=O)OCC1=CC=CC=C1 (benzyl 7-phenoxyacetamido-8-oxo-5-thia-1,3-diazabicyclo[4,2,0]octane-2-carboxylate). The yield is 87.6%. As a reaction SMILES: [O:1]([CH2:8][C:9]([NH:11][CH:12]1[C:19](=[O:20])[N:18]2[CH:13]1[S:14][CH:15]=[N:16][CH:17]2[C:21]([O:23][CH2:24][C:25]1[CH:30]=[CH:29][CH:28]=[CH:27][CH:26]=1)=[O:22])=[O:10])[C:2]1[CH:7]=[CH:6][CH:5]=[CH:4][CH:3]=1.O>O1CCCC1.C(OCC)(=O)C.C(Cl)Cl>[O:1]([CH2:8][C:9]([NH:11][CH:12]1[C:19](=[O:20])[N:18]2[CH:13]1[S:14][CH2:15][NH:16][CH:17]2[C:21]([O:23][CH2:24][C:25]1[CH:30]=[CH:29][CH:28]=[CH:27][CH:26]=1)=[O:22])=[O:10])[C:2]1[CH:7]=[CH:6][CH:5]=[CH:4][CH:3]=1. Reported procedure: To a solution of benzyl 7-phenoxyacetamido-8-oxo-5-thia-1,3-diazabicyclo[4,2,0]oct-3-ene-2-carboxylate (3.0 g.) in tetrahydrofuran (22 ml.) was added alminum amalgam at 4° C., which was prepared by alminium power (1.8 g.) and 0.5% mercuric chloride (4 ml.), and water (0.75 ml.) was added dropwise thereto. After the mixture was stirred at 10° C. for 75 minutes under nitrogen atmosphere, the reaction mixture was diluted with ethyl acetate (50 ml.) and filtered through a pad of Celite. The filter c... The reactants are C(=O)(O)C1=CC2=C(OCO2)C=C1 (5-carboxy-1,3-benzodioxole), [N+](=O)(O)[O-] (HNO3), ice water. Run in FC(C(=O)O)(F)F (trifluoroacetic acid). Conditions: temperature 0 celsius, time 1 hour. Yields the product C(=O)(O)C1=CC2=C(OCO2)C=C1[N+](=O)[O-] (5-carboxy-6-nitro-1,3-benzodioxole). Yield: 91.6%. RXN SMILES: [C:1]([C:4]1[CH:12]=[CH:11][C:7]2[O:8][CH2:9][O:10][C:6]=2[CH:5]=1)([OH:3])=[O:2].[N+:13]([O-])([OH:15])=[O:14]>FC(F)(F)C(O)=O>[C:1]([C:4]1[C:12]([N+:13]([O-:15])=[O:14])=[CH:11][C:7]2[O:8][CH2:9][O:10][C:6]=2[CH:5]=1)([OH:3])=[O:2]. Procedure: To 5-carboxy-1,3-benzodioxole (50 g, 300 mmol) in trifluoroacetic acid (400 mL) at 0° C. was added HNO3 (38 mL, 900 mmol) dropwise. The reaction mixture was stirred at 0° C. for 1 hour, then warmed to ambient temperature and stirred for 3 hours. The mixture was poured into ice water and the resulting precipitate was collected by filtration. The solid was air dried overnight to afford 58 g (92% yield) of 5-carboxy-6-nitro-1,3-benzodioxole as a yellow solid; NMR (DMSO-d6) 7.6 (s, 1), 7.3 (s, 1), 6... Reactants: CCC(=O)Cl, C1CCOC1, CCN(C(C)C)C(C)C, Cc1ccc2c(c1)nc(C(C)(C)O)n2C1CCN(CC2Cc3ccc(N)cc3C2)CC1. Yields the product CCC(=O)Nc1ccc2c(c1)CC(CN1CCC(n3c(C(C)(C)O)nc4cc(C)ccc43)CC1)C2. RXN SMILES: [C:41]([CH2:42][CH3:43])(=[O:44])[Cl:45].[CH2:46]1[O:47][CH2:48][CH2:49][CH2:50]1.[CH:32]([N:33]([CH2:34][CH3:35])[CH:36]([CH3:37])[CH3:38])([CH3:39])[CH3:40].[NH2:1][c:2]1[cH:3][c:4]2[c:8]([cH:9][cH:10]1)[CH2:7][CH:6]([CH2:11][N:12]1[CH2:13][CH2:14][CH:15]([n:18]3[c:19]([C:28]([CH3:29])([CH3:30])[OH:31])[n:20][c:21]4[c:22]3[cH:23][cH:24][c:25]([CH3:27])[cH:26]4)[CH2:16][CH2:17]1)[CH2:5]2>>[NH:1]([c:2]1[cH:3][c:4]2[c:8]([cH:9][cH:10]1)[CH2:7][CH:6]([CH2:11][N:12]1[CH2:13][CH2:14][CH:15]([n:18]3[c:19]([C:28]([CH3:29])([CH3:30])[OH:31])[n:20][c:21]4[c:22]3[cH:23][cH:24][c:25]([CH3:27])[cH:26]4)[CH2:16][CH2:17]1)[CH2:5]2)[C:41]([CH2:42][CH3:43])=[O:44]. Reactants: [Cl-].[Al+3].[Cl-].[Cl-] (aluminium chloride), C(C)(=O)NC1=CC=CC=C1 (acetanilide), C(CC)(=O)Cl (propionyl chloride). The solvent is C(=S)=S (carbon disulphide). Reaction conditions: temperature 25 celsius, time 8 hour. Yields the product C(CC)(=O)C1=CC=C(NC(C)=O)C=C1 (p-propionyl-acetanilide). Reaction SMILES: [Cl-].[Al+3].[Cl-].[Cl-].[C:5]([NH:8][C:9]1[CH:14]=[CH:13][CH:12]=[CH:11][CH:10]=1)(=[O:7])[CH3:6].[C:15](Cl)(=[O:18])[CH2:16][CH3:17]>C(=S)=S>[C:15]([C:12]1[CH:13]=[CH:14][C:9]([NH:8][C:5](=[O:7])[CH3:6])=[CH:10][CH:11]=1)(=[O:18])[CH2:16][CH3:17] |f:0.1.2.3|. Procedure: 1290 g of aluminium chloride (9.6 mole) were suspended with stirring in 1500 ml of carbon disulphide. 405 g of acetanilide (3 moles) were added slowly to this suspension, while the temperature was kept at 25° C. The reaction mixture was heated until reflux and was cooled immediately to 25° C. 565 ml of propionyl chloride (6.5 moles) were added dropwise in such a way that the temperature was kept at 25° C. The reaction mixture was heated until reflux for 5 hours and kept overnight at ambient temp... Starting materials: NC=1SC=C(C1C(C1=C(C=CC=C1)Cl)=O)C (2-amino-(o-chlorobenzoyl)-4-methylthiophene), N1=CC=CC=C1 (pyridine), CCOCC (ether), C(C)(=O)Cl (acetyl chloride). The solvent is O (water). Yields the product C(C)(=O)NC=1SC=C(C1C(C1=C(C=CC=C1)Cl)=O)C (2-acetylamino-3-(o-chlorobenzoyl)-4-methylthiophene). Reaction SMILES: [NH2:1][C:2]1[S:3][CH:4]=[C:5]([CH3:16])[C:6]=1[C:7](=[O:15])[C:8]1[CH:13]=[CH:12][CH:11]=[CH:10][C:9]=1[Cl:14].N1C=CC=CC=1.[CH3:23][CH2:24][O:25]CC.C(Cl)(=O)C>O>[C:24]([NH:1][C:2]1[S:3][CH:4]=[C:5]([CH3:16])[C:6]=1[C:7](=[O:15])[C:8]1[CH:13]=[CH:12][CH:11]=[CH:10][C:9]=1[Cl:14])(=[O:25])[CH3:23]. Procedure details: To a mixture of 62 g of 2-amino-(o-chlorobenzoyl)-4-methylthiophene, 62 g of pyridine and 2170 ml of anhydrous ether is added dropwise 62 g of acetyl chloride. The the reaction mixture is stirred under reflux for 4 hours and 30 minutes. After cooling, the reaction mixture is poured into water. The ether layer is separated and washed with water, and dried over sodium sulfate. The solvent is removed under reduced pressure to give an oily residure, which is crystallized from ethanol to give 2-acety...